Task: describe an organic reaction: reactants, conditions, products, and yield. Dataset: the Open Reaction Database (ORD), a public repository of structured organic reaction records Starting materials: C(C(=O)O)(=O)O (oxalic acid), O1[C@@H](C1)COC1=C2C=CNC2=CC=C1 ((S)-(+)-4-(oxiranylmethoxy)-1H-indole), C1(=CC=CC=C1)C1(CCNCC1)C1=CC=CC=C1 (4,4-diphenylpiperidine), CO (methanol). The solvent is C(C)(=O)OCC (ethyl acetate), C(C)(=O)OCC (ethyl acetate). Yields the product C(C(=O)O)(=O)O.N1C=CC2=C(C=CC=C12)OC[C@H](CN1CCC(CC1)(C1=CC=CC=C1)C1=CC=CC=C1)O ((2S)-(-)-1-(4-indolyloxy)-3-(4,4-diphenylpiperidin-1-yl)-2-propanol ethanedioate). As a reaction SMILES: [O:1]1[CH2:3][C@H:2]1[CH2:4][O:5][C:6]1[CH:14]=[CH:13][CH:12]=[C:11]2[C:7]=1[CH:8]=[CH:9][NH:10]2.[C:15]1([C:21]2([C:27]3[CH:32]=[CH:31][CH:30]=[CH:29][CH:28]=3)[CH2:26][CH2:25][NH:24][CH2:23][CH2:22]2)[CH:20]=[CH:19][CH:18]=[CH:17][CH:16]=1.[C:33]([OH:38])(=[O:37])[C:34]([OH:36])=[O:35].CO>C(OCC)(=O)C>[C:33]([OH:38])(=[O:37])[C:34]([OH:36])=[O:35].[NH:10]1[C:11]2[C:7](=[C:6]([O:5][CH2:4][C@@H:2]([OH:1])[CH2:3][N:24]3[CH2:25][CH2:26][C:21]([C:15]4[CH:20]=[CH:19][CH:18]=[CH:17][CH:16]=4)([C:27]4[CH:32]=[CH:31][CH:30]=[CH:29][CH:28]=4)[CH2:22][CH2:23]3)[CH:14]=[CH:13][CH:12]=2)[CH:8]=[CH:9]1 |f:5.6|. Procedure: The title compound was prepared in similar fashion from (S)-(+)-4-(oxiranylmethoxy)-1H-indole and 4,4-diphenylpiperidine. The resulting free base was dissolved in ethyl acetate, and precipitated with one equivalent of oxalic acid in ethyl acetate in 60% overall yield. mp 198°-199°. FDMS m/e=426 (M+ of free base). α[D]589 =-17.80 (c=0.66 methanol). Starting materials: [Li+].[OH-] (LiOH), COC([C@@](NC(=O)OC(C)(C)C)(C)C1=CC=C(C=C1)C1=CC=CC=C1)=O (methyl-N-Boc-2-(4-biphenylyl)alaninate). Run in C1CCOC1 (THF). Reaction conditions: time 16 hour. Product: C1(=CC=C(C=C1)[C@](NC(=O)OC(C)(C)C)(C)C(=O)O)C1=CC=CC=C1 (2-(4-biphenylyl)-N-{[(1,1-dimethylethyl)oxy]carbonyl}alanine). As a reaction SMILES: [Li+].[OH-].C[O:4][C:5](=[O:28])[C@:6]([C:16]1[CH:21]=[CH:20][C:19]([C:22]2[CH:27]=[CH:26][CH:25]=[CH:24][CH:23]=2)=[CH:18][CH:17]=1)([CH3:15])[NH:7][C:8]([O:10][C:11]([CH3:14])([CH3:13])[CH3:12])=[O:9]>C1COCC1>[C:19]1([C:22]2[CH:23]=[CH:24][CH:25]=[CH:26][CH:27]=2)[CH:18]=[CH:17][C:16]([C@@:6]([C:5]([OH:28])=[O:4])([CH3:15])[NH:7][C:8]([O:10][C:11]([CH3:14])([CH3:12])[CH3:13])=[O:9])=[CH:21][CH:20]=1 |f:0.1|. Reported procedure: LiOH (1.63 ml, 1M) was added dropwise to a solution of methyl-N-Boc-2-(4-biphenylyl)alaninate (482 mg, 1.36 mmol) in THF (3 ml). The resulting mixture was stirred at rt for 16 h. Solvent was removed under reduced pressure and the residue was taken up in water (10 ml) and washed with EtOAc. The aqueous layer was acidified with HCl (1M) to pH ˜2 and the product was extracted by EtOAc (3×10 ml). The combined extracts were washed with water and brine, dried and concentrated which left 470 mg (90%) a... Run at time 1.5 hour. The product is O[C@@H](C(=O)OC)CC(C)=O ((R)-methyl 2 hydroxy-4-oxopentanoate), oil. RXN SMILES: [Na][Na].[O:3]=[C:4]([CH2:8][C:9](=[O:11])[CH3:10])[C:5]([OH:7])=[O:6].[CH:12]([O-])=O.[Na+].Cl.C1N=C(N)C2N=CN([C@@H]3O[C@H](COP(OP(OC[C@H]4O[C@@H](N5C=C(C(N)=O)CC=C5)[C@H](O)[C@@H]4O)(O)=O)(O)=O)[C@@H](O)[C@H]3O)C=2N=1.SC[C@H]([C@@H](CS)O)O.C([O-])=O.COC(OC)OC.CC1C=CC(S(O)(=O)=O)=CC=1>C(O)C(N)(CO)CO.CO>[OH:3][C@H:4]([CH2:8][C:9](=[O:11])[CH3:10])[C:5]([O:7][CH3:12])=[O:6] |f:2.3|. Procedure: A solution of the disodium salt of 2,4-dioxopentanoic acid (0.52 g, 3 mmol) and sodium formate (0.24 g, 3.5 mmol) in Tris buffer (5 mM; pH corrected to 7.5 with 2M HCl; 20 ml) was de-oxygenated by bubbling through nitrogen for 30 minutes. NADH (28 mg, 0.04 mmol), dithiothreitol (2 ml of a 1M aqueous solution), formate dehydrogenase (20 U) and R-lactate dehydrogenase (Staphylococcus epidermidis, Sigma, 500 U) were added successively at room temperature under nitrogen. The mixture was stirred unde... The reactants are C(=O)[O-].[Na+] (sodium formate), Cl (HCl), COC(OC)OC (trimethylorthoformate), CC=1C=CC(=CC1)S(=O)(=O)O (TsOH), Cl (HCl), C=1N=C(C2=C(N1)N(C=N2)[C@H]3[C@@H]([C@@H]([C@H](O3)COP(=O)(O)OP(=O)(O)OC[C@@H]4[C@H]([C@H]([C@@H](O4)N5C=CCC(=C5)C(=O)N)O)O)O)O)N (NADH), SC[C@@H](O)[C@H](O)CS (dithiothreitol), aqueous solution, C(=O)[O-] (formate), R-lactate, [Na][Na] (disodium), O=C(C(=O)O)CC(C)=O (2,4-dioxopentanoic acid). Solvent: CO (methanol), C(C(CO)(CO)N)O (Tris). The yield is 53.0%. Reactants: COC(=O)c1coc(CN2C(=O)C3(COc4cc5onc(C)c5cc43)c3ccccc32)n1, COC(=O)c1ccc(CN2C(=O)C3(COc4cc5c(cc43)CCO5)c3ccccc32)o1. Yields the product Cc1noc2cc3c(cc12)C1(CO3)C(=O)N(Cc2nc(C(=O)O)co2)c2ccccc21. As a reaction SMILES: [CH3:1][c:2]1[n:3][o:4][c:5]2[c:6]1[cH:7][c:8]1[c:9]([cH:10]2)[O:11][CH2:12][C:13]12[C:14](=[O:32])[N:15]([CH2:22][c:23]1[o:24][cH:25][c:26]([C:28](=[O:29])[O:30][CH3:31])[n:27]1)[c:16]1[cH:17][cH:18][cH:19][cH:20][c:21]12.[O:33]=[C:34]1[C:35]2([CH2:36][O:37][c:38]3[cH:39][c:40]4[c:41]([cH:42][c:43]32)[CH2:44][CH2:45][O:46]4)[c:47]2[c:48]([cH:49][cH:50][cH:51][cH:52]2)[N:53]1[CH2:54][c:55]1[o:56][c:57]([C:58]([O:59][CH3:60])=[O:61])[cH:62][cH:63]1>>[CH3:1][c:2]1[n:3][o:4][c:5]2[c:6]1[cH:7][c:8]1[c:9]([cH:10]2)[O:11][CH2:12][C:13]12[C:14](=[O:32])[N:15]([CH2:22][c:23]1[o:24][cH:25][c:26]([C:28](=[O:29])[OH:30])[n:27]1)[c:16]1[cH:17][cH:18][cH:19][cH:20][c:21]12. Yields the product C(C1=CC=CC=C1)(=O)OC(=O)[C@H](CCC1=CC=CC=C1)N[C@@H](C)C(=O)N1[C@H](C(=O)O)CCC1 (N-(1(S)-benzoyloxycarbonyl-3-phenylpropyl)-L-alanyl-L-proline). As a reaction SMILES: [NH2:1][C@H:2]([C:4]([N:6]1[CH2:13][CH2:12][CH2:11][C@H:7]1[C:8]([OH:10])=[O:9])=[O:5])[CH3:3].O=[C:15]([CH2:26][CH2:27][C:28]1[CH:33]=[CH:32][CH:31]=[CH:30][CH:29]=1)[C:16]([O:18][CH2:19][C:20]1[CH:25]=[CH:24][CH:23]=[CH:22][CH:21]=1)=[O:17].C([BH3-])#N.[Na+].C([OH:40])C>>[C:19]([O:18][C:16]([C@@H:15]([NH:1][C@H:2]([C:4]([N:6]1[CH2:13][CH2:12][CH2:11][C@H:7]1[C:8]([OH:10])=[O:9])=[O:5])[CH3:3])[CH2:26][CH2:27][C:28]1[CH:33]=[CH:32][CH:31]=[CH:30][CH:29]=1)=[O:17])(=[O:40])[C:20]1[CH:25]=[CH:24][CH:23]=[CH:22][CH:21]=1 |f:2.3|. Procedure details: A solution of L-alanyl-L-proline (167 mg) and benzyl 2-oxo-4-phenylbutyrate (1.20 g) in 5 ml of ethanol is stirred at room temperature with 3 g of powdered molecular sieves, type 4A. Sodium cyanoborohydride (75 mg) is then added in portions over the course of three hours. The product is purified by absorption on strong cation exchange resin and elution with 2% pyridine in water. After passage through a gel filtration (LH-20) column 220 mg of N-(1-benzyloxycarbonyl-3-phenylpropyl)-L-alanyl-L-prol... Reactants: C(#N)[BH3-].[Na+] (Sodium cyanoborohydride), N[C@@H](C)C(=O)N1[C@H](C(=O)O)CCC1 (L-alanyl-L-proline), O=C(C(=O)OCC1=CC=CC=C1)CCC1=CC=CC=C1 (benzyl 2-oxo-4-phenylbutyrate), 4A, C(C)O (ethanol). Reactants: O=C([O-])[O-], CCN=C=NCCCN(C)C, CN(C)C=O, O=C(O)c1cnn(CC(F)(F)F)c1, [K+], [K+], CC(C)(C)COc1ccc(N)cc1C#N, On1nnc2ccccc21. The product is CC(C)(C)COc1ccc(NC(=O)c2cnn(CC(F)(F)F)c2)cc1C#N. Reaction SMILES: [C:50](=[O:51])([O-:52])[O-:53].[CH2:39]([N:40]=[C:41]=[N:42][CH2:43][CH2:44][CH2:45][N:46]([CH3:47])[CH3:48])[CH3:49].[CH3:56][N:57]([CH3:58])[CH:59]=[O:60].[F:1][C:2]([CH2:3][n:4]1[n:5][cH:6][c:7]([C:9](=[O:10])[OH:11])[cH:8]1)([F:12])[F:13].[K+:54].[K+:55].[NH2:14][c:15]1[cH:16][cH:17][c:18]([O:23][CH2:24][C:25]([CH3:26])([CH3:27])[CH3:28])[c:19]([C:20]#[N:21])[cH:22]1.[OH:29][n:30]1[c:31]2[cH:32][cH:33][cH:34][cH:35][c:36]2[n:37][n:38]1>>[F:1][C:2]([CH2:3][n:4]1[n:5][cH:6][c:7]([C:9](=[O:11])[NH:14][c:15]2[cH:16][cH:17][c:18]([O:23][CH2:24][C:25]([CH3:26])([CH3:27])[CH3:28])[c:19]([C:20]#[N:21])[cH:22]2)[cH:8]1)([F:12])[F:13]. Procedure: (R)—N-(1-(3-(3-chloro-4-cyanophenyl)-1H-pyrazol-1-yl)propan-2-yl)-2,5-dimethyloxazole-4-carboxamide was prepared using the method of Example 34(d) starting from 2,5-dimethyl-1,3-oxazole-4-carboxylic acid (0.254 g, 1.749 mmol) and (R)-4-(1-(2-aminopropyl)-1H-pyrazol-3-yl)-2-chlorobenzonitrile (0.4 g, 1.457 mmol). The product was triturated using diethyl ether. Yield 54.7%. 1H-NMR (400 MHz; DMSO-d6): δ 1.08 (d, 3H), 2.43 (d, 6H), 4.28 (dd, 1H), 4.34-4.45 (m, 2H), 6.96 (d, 1H), 7.83 (d, 1H), 7.96-8... Reaction SMILES: [CH3:1][C:2]1[O:3][C:4]([CH3:10])=[C:5]([C:7]([OH:9])=O)[N:6]=1.[NH2:11][C@H:12]([CH3:28])[CH2:13][N:14]1[CH:18]=[CH:17][C:16]([C:19]2[CH:26]=[CH:25][C:22]([C:23]#[N:24])=[C:21]([Cl:27])[CH:20]=2)=[N:15]1>>[Cl:27][C:21]1[CH:20]=[C:19]([C:16]2[CH:17]=[CH:18][N:14]([CH2:13][C@H:12]([NH:11][C:7]([C:5]3[N:6]=[C:2]([CH3:1])[O:3][C:4]=3[CH3:10])=[O:9])[CH3:28])[N:15]=2)[CH:26]=[CH:25][C:22]=1[C:23]#[N:24]. Reactants: CC=1OC(=C(N1)C(=O)O)C (2,5-dimethyl-1,3-oxazole-4-carboxylic acid), N[C@@H](CN1N=C(C=C1)C1=CC(=C(C#N)C=C1)Cl)C ((R)-4-(1-(2-aminopropyl)-1H-pyrazol-3-yl)-2-chlorobenzonitrile). The product is ClC=1C=C(C=CC1C#N)C1=NN(C=C1)C[C@@H](C)NC(=O)C=1N=C(OC1C)C ((R)—N-(1-(3-(3-chloro-4-cyanophenyl)-1H-pyrazol-1-yl)propan-2-yl)-2,5-dimethyloxazole-4-carboxamide). The yield is 54.7%. The reactants are BrBr (Bromine), N1(CCOCC1)C1=CC=CC=C1 (4-(4-morpholinyl)benzene), O (Water). Run in C(C)O (ethanol). Conditions: time 1 hour. Product: BrC1=CC=C(C=C1)N1CCOCC1 (1-Bromo-4-(4-morpholinyl)benzene). Yield: 72.1%. As a reaction SMILES: [Br:1]Br.[N:3]1([C:9]2[CH:14]=[CH:13][CH:12]=[CH:11][CH:10]=2)[CH2:8][CH2:7][O:6][CH2:5][CH2:4]1.O>C(O)C>[Br:1][C:12]1[CH:13]=[CH:14][C:9]([N:3]2[CH2:8][CH2:7][O:6][CH2:5][CH2:4]2)=[CH:10][CH:11]=1. Reported procedure: Bromine (10.8 g, 67.4 mmol) was added to a solution of 4-(4-morpholinyl)benzene (10.0 g, 61.3 mmol) in ethanol (100 mL) at 0° C., and the mixture was stirred for 1 hour at room temperature. Water (100 mL) was poured into the reaction mixture, which was then extracted twice with ethyl acetate. The organic layers were combined, washed with an aqueous saturated sodium hydrogencarbonate and water, then dried over magnesium sulfate, filtered, and concentrated under reduced pressure. The residue was c...